From a dataset of the Open Reaction Database (ORD), a public repository of structured organic reaction records. describe an organic reaction: reactants, conditions, products, and yield Reactants: Br[C@@]1(O)[C@H](OC(C)=O)[C@@H](OC(C)=O)[C@@H](OC2[C@H](OC(C)=O)[C@@H](OC(C)=O)[C@@H](OC(C)=O)[C@H](O2)COC(C)=O)[C@H](O1)COC(C)=O (1-bromo-2,3,6-tri-O-acetyl-4-O-(2,3,4,6-tetra-O-acetyl-D-galactopyranosyl)-α-D-galactopyranose), CC1=NC(=CC(=C1)C)C (2,4,6-tri-methylpyridine), BrCCO (2-bromoethanol). Reagents/catalysts: FC(S(=O)(=O)[O-])(F)F.[Ag+] (silver trifluoromethanesulfonate). Solvent: C(Cl)Cl (methylene chloride), C(Cl)Cl (methylene chloride). Run at time 23 hour. Yields the product C(C)(=O)O[C@H]1[C@H](OCCBr)O[C@@H]([C@@H]([C@@H]1OC(C)=O)O[C@@H]1[C@H](OC(C)=O)[C@@H](OC(C)=O)[C@@H](OC(C)=O)[C@H](O1)COC(C)=O)COC(C)=O (2-Bromoethyl 2,3,6-tri-O-acetyl-4-O-(2,3,4,6-tetra-O-acetyl-α-D-galactopyranosyl)-β-D-galactopyranoside). Isolated yield 76.2%. Reaction SMILES: Br[C@@:2]1([O:40][C@H:39]([CH2:41][O:42][C:43](=[O:45])[CH3:44])[C@H:14]([O:15][CH:16]2[O:33][C@H:32]([CH2:34][O:35][C:36](=[O:38])[CH3:37])[C@H:27]([O:28][C:29](=[O:31])[CH3:30])[C@H:22]([O:23][C:24](=[O:26])[CH3:25])[C@H:17]2[O:18][C:19](=[O:21])[CH3:20])[C@H:9]([O:10][C:11](=[O:13])[CH3:12])[C@H:4]1[O:5][C:6](=[O:8])[CH3:7])O.CC1C=C(C)C=C(C)N=1.[Br:55][CH2:56][CH2:57][OH:58]>C(Cl)Cl.FC(F)(F)S([O-])(=O)=O.[Ag+]>[C:6]([O:5][C@@H:4]1[C@@H:9]([O:10][C:11](=[O:13])[CH3:12])[C@@H:14]([O:15][C@H:16]2[O:33][C@H:32]([CH2:34][O:35][C:36](=[O:38])[CH3:37])[C@H:27]([O:28][C:29](=[O:31])[CH3:30])[C@H:22]([O:23][C:24](=[O:26])[CH3:25])[C@H:17]2[O:18][C:19](=[O:21])[CH3:20])[C@@H:39]([CH2:41][O:42][C:43](=[O:45])[CH3:44])[O:40][C@H:2]1[O:58][CH2:57][CH2:56][Br:55])(=[O:8])[CH3:7] |f:4.5|. Procedure: A solution of the crude acetobromo sugar 49 (20.5 g; 29.3 mmol) in dry methylene chloride (100 ml) was added dropwise (ca 20 min) to a cold (-78°) solution of silver trifluoromethanesulfonate (nonpurified, commercial material; 10.3 g; 40 mmol), 2,4,6-tri-methylpyridine (3.6 g; 30 mmol) and 2-bromoethanol (17.5 g; 140 mmol) in methylene chloride (250 ml) under nitrogen. The reaction mixture was stirred in the dark for 23 h during which time it had reached room temperature. The yellowish-white pre... Starting materials: C1CCNC1, CC(=O)O, CS(C)=O, CN(C1CCCc2c1cnn2CC(=O)O)S(=O)(=O)c1cc(F)cc(C(F)(F)F)c1. Yields the product CN(C1CCCc2c1cnn2CC(=O)O)S(=O)(=O)c1cc(N2CCCC2)cc(C(F)(F)F)c1. Reaction SMILES: [CH2:30]1[CH2:31][CH2:32][NH:33][CH2:34]1.[CH3:35][C:36](=[O:37])[OH:38].[CH3:39][S:40](=[O:41])[CH3:42].[F:1][c:2]1[cH:3][c:4]([S:12](=[O:13])(=[O:14])[N:15]([CH:16]2[c:17]3[cH:18][n:19][n:20]([CH2:25][C:26](=[O:27])[OH:28])[c:21]3[CH2:22][CH2:23][CH2:24]2)[CH3:29])[cH:5][c:6]([C:8]([F:9])([F:10])[F:11])[cH:7]1>>[c:2]1([N:33]2[CH2:32][CH2:31][CH2:30][CH2:34]2)[cH:3][c:4]([S:12](=[O:13])(=[O:14])[N:15]([CH:16]2[c:17]3[cH:18][n:19][n:20]([CH2:25][C:26](=[O:27])[OH:28])[c:21]3[CH2:22][CH2:23][CH2:24]2)[CH3:29])[cH:5][c:6]([C:8]([F:9])([F:10])[F:11])[cH:7]1.